From a dataset of the Open Reaction Database (ORD), a public repository of structured organic reaction records. describe an organic reaction: reactants, conditions, products, and yield Starting materials: Cl.NC1=NC(=CC=C1)SCC1=CC=CC=C1 (2-amino-6-benzylthiopyridine hydrochloride), Na, [NH4+].[Cl-] (NH4Cl). Run in N (NH3). Run at time 18 hour. Yields the product NC1=NC(=CC=C1)SCCCC#N (4-(2-aminopyrid-6-ylthio)butyronitrile). The yield is 100.0%. As a reaction SMILES: Cl.[NH2:2][C:3]1[CH:8]=[CH:7][CH:6]=[C:5]([S:9][CH2:10][C:11]2C=CC=[CH:13][CH:12]=2)[N:4]=1.[NH4+:17].[Cl-]>N>[NH2:2][C:3]1[CH:8]=[CH:7][CH:6]=[C:5]([S:9][CH2:10][CH2:11][CH2:12][C:13]#[N:17])[N:4]=1 |f:0.1,2.3|. Reported procedure: A solution of 2-amino-6-benzylthiopyridine hydrochloride (47.2 g.) in liquid NH3 (700 ml.) was stirred while Na (17.0 g.) was added in small portions. When the addition was complete NH4Cl (21.9 g.) was added and then the mixture was evaporated to dryness. The residue was dissolved in a mixture of EtOH (100 ml.) and H2O (100 ml.) and the mixture treated with 4-bromobutyronitrile (23 ml.) and stirred at room temperature for 18 hours. The solution was evaporated to dryness and the residue was parti... As a reaction SMILES: [CH3:40][C:41](=[O:42])[OH:43].[ClH:39].[F:1][c:2]1[cH:3][c:4]2[c:5]([c:6]([CH:9]3[CH2:10][CH2:11][N:12]([CH2:15][CH:16]=[CH:17][CH2:18][O:19][c:20]4[cH:21][c:22]([C:34]([CH3:35])=[O:36])[cH:23][cH:24][c:25]4[O:26][CH2:27][c:28]4[cH:29][cH:30][cH:31][cH:32][cH:33]4)[CH2:13][CH2:14]3)[n:7][o:8]2)[cH:37][cH:38]1>>[ClH:39].[F:1][c:2]1[cH:3][c:4]2[c:5]([c:6]([CH:9]3[CH2:10][CH2:11][N:12]([CH2:15][CH:16]=[CH:17][CH2:18][O:19][c:20]4[cH:21][c:22]([C:34]([CH3:35])=[O:36])[cH:23][cH:24][c:25]4[OH:26])[CH2:13][CH2:14]3)[n:7][o:8]2)[cH:37][cH:38]1. Starting materials: CC(=O)O, Cl, CC(=O)c1ccc(OCc2ccccc2)c(OCC=CCN2CCC(c3noc4cc(F)ccc34)CC2)c1. Product: Cl, CC(=O)c1ccc(O)c(OCC=CCN2CCC(c3noc4cc(F)ccc34)CC2)c1. Starting materials: BrC1=C(C=C(N)C=C1)OCCN1CCCCC1 (4-Bromo-3-(2-{piperidin-1-yl}ethoxy)aniline), BrCCCCBr (1,4-dibromobutane), C(C)(C)N(CC)C(C)C (diisopropylethylamine), C1(=CC=CC=C1)C (toluene). Solvent: O (water). Run at temperature 110 celsius. Yields the product BrC1=C(OCCN2CCCCC2)C=C(C=C1)N1CCCC1 (1-[2-(2-Bromo-5-pyrrolidin-1-ylphenoxy)ethyl]piperidine). RXN SMILES: [Br:1][C:2]1[CH:8]=[CH:7][C:5]([NH2:6])=[CH:4][C:3]=1[O:9][CH2:10][CH2:11][N:12]1[CH2:17][CH2:16][CH2:15][CH2:14][CH2:13]1.Br[CH2:19][CH2:20][CH2:21][CH2:22]Br.C(N(C(C)C)CC)(C)C.C1(C)C=CC=CC=1>O>[Br:1][C:2]1[CH:8]=[CH:7][C:5]([N:6]2[CH2:22][CH2:21][CH2:20][CH2:19]2)=[CH:4][C:3]=1[O:9][CH2:10][CH2:11][N:12]1[CH2:17][CH2:16][CH2:15][CH2:14][CH2:13]1. Procedure details: 4-Bromo-3-(2-{piperidin-1-yl}ethoxy)aniline (2.99 g), 1,4-dibromobutane (1.2 ml), diisopropylethylamine (4.18 ml) and toluene (15 ml) were stirred and heated at 110° C. for 18 h. When cool, water (20 ml) was added, and the mixture was extracted with ethyl acetate (2×30 ml). The combined organic phase was washed with water, brine, dried (MgSO4) and evaporated to give the product as an orange-brown oil (2.25 g). Yields the product C1(=CC=CC=C1)CS(=O)(=O)NCCCC[C@H](NC(=O)OCC1C2=CC=CC=C2C=2C=CC=CC12)C(=O)O (Nε-Phenylmethylsulfonyl-Nα-(9-fluorenylmethoxycarbonyl)-L-lysine). Reactants: C1=CC=CC=2C3=CC=CC=C3C(C12)COC(=O)N[C@@H](CCCCN)C(=O)O (Nα-(9-fluorenylmethoxycarbonyl)-L-lysine), C1(=CC=CC=C1)CS(=O)(=O)Cl (phenylmethylsulfonyl chloride). As a reaction SMILES: [CH:1]1[C:13]2[CH:12]([CH2:14][O:15][C:16]([NH:18][C@H:19]([C:25]([OH:27])=[O:26])[CH2:20][CH2:21][CH2:22][CH2:23][NH2:24])=[O:17])[C:11]3[C:6](=[CH:7][CH:8]=[CH:9][CH:10]=3)[C:5]=2[CH:4]=[CH:3][CH:2]=1.[C:28]1([CH2:34][S:35](Cl)(=[O:37])=[O:36])[CH:33]=[CH:32][CH:31]=[CH:30][CH:29]=1>>[C:28]1([CH2:34][S:35]([NH:24][CH2:23][CH2:22][CH2:21][CH2:20][C@@H:19]([C:25]([OH:27])=[O:26])[NH:18][C:16]([O:15][CH2:14][CH:12]2[C:11]3[CH:10]=[CH:9][CH:8]=[CH:7][C:6]=3[C:5]3[C:13]2=[CH:1][CH:2]=[CH:3][CH:4]=3)=[O:17])(=[O:37])=[O:36])[CH:33]=[CH:32][CH:31]=[CH:30][CH:29]=1. Isolated yield 15.0%. Procedure: Nα-(9-fluorenylmethoxycarbonyl)-L-lysine was reacted with phenylmethylsulfonyl chloride under the conditions used in example 2 giving 15% of the title compound. The reactants are CN, O=C1c2ccccc2C(=O)N1Cc1noc(-c2ncn3c2C2CCN2C(=O)c2c-3ccc(F)c2Cl)n1. The product is NCc1noc(-c2ncn3c2C2CCN2C(=O)c2c-3ccc(F)c2Cl)n1. Reaction SMILES: [CH3:37][NH2:38].[Cl:1][c:2]1[c:3]([F:36])[cH:4][cH:5][c:6]2[c:7]1[C:8](=[O:35])[N:9]1[CH:10]([c:11]3[n:12]-2[cH:13][n:14][c:15]3-[c:16]2[n:17][c:18]([CH2:21][N:22]3[C:23](=[O:24])[c:25]4[cH:26][cH:27][cH:28][cH:29][c:30]4[C:31]3=[O:32])[n:19][o:20]2)[CH2:33][CH2:34]1>>[Cl:1][c:2]1[c:3]([F:36])[cH:4][cH:5][c:6]2[c:7]1[C:8](=[O:35])[N:9]1[CH:10]([c:11]3[n:12]-2[cH:13][n:14][c:15]3-[c:16]2[n:17][c:18]([CH2:21][NH2:22])[n:19][o:20]2)[CH2:33][CH2:34]1. The reactants are O=O (oxygen), [H-].[Na+] (sodium hydride), C(C)C=1C(NC(NC1C(C1=CC(=CC(=C1)C)C)C#N)=O)=O (5-ethyl-6-(α-cyano-3,5-dimethylbenzyl)-2,4-pyrimidinedione), C1(=CC=C(C=C1)S(=O)(=O)OCC1CC=CC1)C ((cyclopent-3-en-1-yl)methyl para-toluenesulfonate). Run in CN(C=O)C (dimethyl formamide), O (water). Conditions: time 1 hour. The product is C1(CC=CC1)CN1C(NC(C(=C1C(C1=CC(=CC(=C1)C)C)=O)CC)=O)=O (1-[(cyclopent-3-en- 1-yl)methyl]-5-ethyl-6-(3,5-dimethylbenzoyl)-2,4-pyrimidinedione). Yield: 71.6%. RXN SMILES: [H-].[Na+].[CH2:3]([C:5]1[C:6](=[O:23])[NH:7][C:8](=[O:22])[NH:9][C:10]=1[CH:11](C#N)[C:12]1[CH:17]=[C:16]([CH3:18])[CH:15]=[C:14]([CH3:19])[CH:13]=1)[CH3:4].C1(C)C=CC(S(O[CH2:34][CH:35]2[CH2:39][CH:38]=[CH:37][CH2:36]2)(=O)=O)=CC=1.[O:41]=O>CN(C)C=O.O>[CH:35]1([CH2:34][N:9]2[C:10]([C:11](=[O:41])[C:12]3[CH:13]=[C:14]([CH3:19])[CH:15]=[C:16]([CH3:18])[CH:17]=3)=[C:5]([CH2:3][CH3:4])[C:6](=[O:23])[NH:7][C:8]2=[O:22])[CH2:39][CH:38]=[CH:37][CH2:36]1 |f:0.1|. Reported procedure: 480 mg of 60% sodium hydride (12.0 mmol) was slowly added to 2.83 g of 5-ethyl-6-(α-cyano-3,5-dimethylbenzyl)-2,4-pyrimidinedione (10.0 mmol) dissolved in 50 ml of dimethyl formamide, and the mixture was stirred at room temperature for one hour. Then, to the resulting solution, 5.07 g of (cyclopent-3-en-1-yl)methyl para-toluenesulfonate (20.0 mmol) was added and stirred with injecting oxygen at 50˜60° C. for 48 hours. After cooling, 200 ml of distilled water was added to the resulting product, a... Starting materials: CC1=NN(C(=N1)C)C1=CC(=NC(=N1)C)[C@H]1[C@@H](C1)C=1SC2=C(N1)C=CC=C2 (trans-2-(2-(6-(3,5-dimethyl-1H-1,2,4-triazol-1-yl)-2-methylpyrimidin-4-yl)cyclopropyl)benzo[d]thiazole), Cl (hydrochloric acid). Procedure: To a solution of trans-2-(2-(6-(3,5-dimethyl-1H-1,2,4-triazol-1-yl)-2-methylpyrimidin-4-yl)cyclopropyl)benzo[d]thiazole (2-2) (26.0 mg, 72 μmol) in CH2Cl2 (0.2 mL) was added hydrochloric acid (4.0 M in 1,4-dioxane, 36.0 μL, 0.144 mmol, 2.0 eq.) and after 10 minutes the solvent was removed to afford trans-2-(2-(6-(3,5-dimethyl-1H-1,2,4-triazol-1-yl)-2-methylpyrimidin-4-yl)cyclopropyl)benzo[d]thiazole dihydrochloric acid salt (2-3) as an off-white solid. 1H NMR (300 MHz, DMSO-d6) δ 8.00 (br d, 1H,... Solvent: C(Cl)Cl (CH2Cl2). Product: Cl.Cl.CC1=NN(C(=N1)C)C1=CC(=NC(=N1)C)[C@H]1[C@@H](C1)C=1SC2=C(N1)C=CC=C2 (trans-2-(2-(6-(3,5-dimethyl-1H-1,2,4-triazol-1-yl)-2-methylpyrimidin-4-yl)cyclopropyl)benzo[d]thiazole dihydrochloric acid salt). Reaction SMILES: [CH3:1][C:2]1[N:6]=[C:5]([CH3:7])[N:4]([C:8]2[N:13]=[C:12]([CH3:14])[N:11]=[C:10]([C@@H:15]3[CH2:17][C@H:16]3[C:18]3[S:19][C:20]4[CH:26]=[CH:25][CH:24]=[CH:23][C:21]=4[N:22]=3)[CH:9]=2)[N:3]=1.[ClH:27]>C(Cl)Cl>[ClH:27].[ClH:27].[CH3:1][C:2]1[N:6]=[C:5]([CH3:7])[N:4]([C:8]2[N:13]=[C:12]([CH3:14])[N:11]=[C:10]([C@@H:15]3[CH2:17][C@H:16]3[C:18]3[S:19][C:20]4[CH:26]=[CH:25][CH:24]=[CH:23][C:21]=4[N:22]=3)[CH:9]=2)[N:3]=1 |f:3.4.5|.